From a dataset of the Open Reaction Database (ORD), a public repository of structured organic reaction records. describe an organic reaction: reactants, conditions, products, and yield Reactants: [N+](=O)([O-])C=1C=C(C=CC1)N1C(NC(C2=CC=CC=C12)=O)=O (1-(m-nitrophenyl)quinazoline-2,4(1H, 3H)-dione), CN(C=O)C (dimethylformamide), [H-].[Na+] (sodium hydride), S(=O)(OC)OC (dimethyl sulfite). Solvent: O (water). Reaction conditions: time 20 minute. Yields the product [N+](=O)([O-])C=1C=C(C=CC1)N1C(N(C(C2=CC=CC=C12)=O)C)=O (1-(m-nitrophenyl)-3-methylquinazoline-2,4(1H, 3H)-dione). Reaction SMILES: [N+:1]([C:4]1[CH:5]=[C:6]([N:10]2[C:19]3[C:14](=[CH:15][CH:16]=[CH:17][CH:18]=3)[C:13](=[O:20])[NH:12][C:11]2=[O:21])[CH:7]=[CH:8][CH:9]=1)([O-:3])=[O:2].[CH3:22]N(C)C=O.[H-].[Na+].S(OC)(OC)=O>O>[N+:1]([C:4]1[CH:5]=[C:6]([N:10]2[C:19]3[C:14](=[CH:15][CH:16]=[CH:17][CH:18]=3)[C:13](=[O:20])[N:12]([CH3:22])[C:11]2=[O:21])[CH:7]=[CH:8][CH:9]=1)([O-:3])=[O:2] |f:2.3|. Reported procedure: To a solution of 2.8 g of 1-(m-nitrophenyl)quinazoline-2,4(1H, 3H)-dione and 30 ml of dimethylformamide was added 0.6 g of approximately 55 % sodium hydride, and the solution was stirred for 20 minutes at room temperature. To this was added 2.2 g of dimethyl sulfite and stirring was further continued for 4 hours at room temperature. After the reaction was complete, the solvent was removed from the reaction mixture by distillation under reduced pressure. The residue thus obtained was mixed with w...